This data is from the Open Reaction Database (ORD), a public repository of structured organic reaction records. The task is: describe an organic reaction: reactants, conditions, products, and yield Starting materials: CCCc1nc(C)sc1Cc1ccc([N+](=O)[O-])cc1, CO. Yields the product CCCc1nc(C)sc1Cc1ccc(N)cc1. As a reaction SMILES: [CH3:1][c:2]1[s:3][c:4]([CH2:10][c:11]2[cH:12][cH:13][c:14]([N+:17]([O-:18])=[O:19])[cH:15][cH:16]2)[c:5]([CH2:7][CH2:8][CH3:9])[n:6]1.[CH3:20][OH:21]>>[CH3:1][c:2]1[s:3][c:4]([CH2:10][c:11]2[cH:12][cH:13][c:14]([NH2:17])[cH:15][cH:16]2)[c:5]([CH2:7][CH2:8][CH3:9])[n:6]1. Starting materials: N1CCOCC1 (morpholine), 3-[(3-dimethylamino)propyl]-1-ethylcarbodiimide hydrochloride, C=1C=CC2=C(C1)N=NN2O (HOBt), C(C1=CC=CC=C1)NC1=C(C=NC=2N1N=CC2C(=O)O)C(=O)N2CCC(CC2)C2=CC=CC=C2 (7-Benzylamino-6-(4-phenylpiperidine-1-carbonyl)pyrazolo[1,5-a]pyrimidine-3-carboxylic acid), C(CC(O)(C(=O)O)CC(=O)O)(=O)O (citric acid). The solvent is CN(C)C=O (DMF), O (water). Reaction conditions: time 5 hour. Yields the product C(C1=CC=CC=C1)NC1=C(C=NC=2N1N=CC2C(=O)N2CCOCC2)C(=O)N2CCC(CC2)C2=CC=CC=C2 (N-[7-Benzylamino-6-(4-phenylpiperidine-1-carbonyl)pyrazolo[1,5-a]pyrimidine-3-carbonyl]morpholine). Reaction SMILES: [CH2:1]([NH:8][C:9]1[N:14]2[N:15]=[CH:16][C:17]([C:18](O)=[O:19])=[C:13]2[N:12]=[CH:11][C:10]=1[C:21]([N:23]1[CH2:28][CH2:27][CH:26]([C:29]2[CH:34]=[CH:33][CH:32]=[CH:31][CH:30]=2)[CH2:25][CH2:24]1)=[O:22])[C:2]1[CH:7]=[CH:6][CH:5]=[CH:4][CH:3]=1.[NH:35]1[CH2:40][CH2:39][O:38][CH2:37][CH2:36]1.C1C=CC2N(O)N=NC=2C=1.C(O)(=O)CC(CC(O)=O)(C(O)=O)O>CN(C=O)C.O>[CH2:1]([NH:8][C:9]1[N:14]2[N:15]=[CH:16][C:17]([C:18]([N:35]3[CH2:40][CH2:39][O:38][CH2:37][CH2:36]3)=[O:19])=[C:13]2[N:12]=[CH:11][C:10]=1[C:21]([N:23]1[CH2:28][CH2:27][CH:26]([C:29]2[CH:30]=[CH:31][CH:32]=[CH:33][CH:34]=2)[CH2:25][CH2:24]1)=[O:22])[C:2]1[CH:3]=[CH:4][CH:5]=[CH:6][CH:7]=1. Reported procedure: 7-Benzylamino-6-(4-phenylpiperidine-1-carbonyl)pyrazolo[1,5-a]pyrimidine-3-carboxylic acid (0.08 g, 0.18 mmol) obtained in Example 1, step 5 was dissolved in DMF (1 mL), morpholine (0.02 mL, 0.21 mmol), 3-[(3-dimethylamino)propyl]-1-ethylcarbodiimide hydrochloride (0.04 g, 0.21 mmol) and HOBt (0.03 g, 0.21 mmol) were added, and the mixture was stirred at room temperature for 5 hr. 10% Aqueous citric acid solution (1 mL) and water (10 mL) were added to the reaction mixture, and the mixture was st... Reactants: O=C([O-])[O-], CC=CCCl, [K+], [K+], O, O=C(O)c1ccc(O)c(=O)[nH]1. Yields the product CC=CCOc1ccc(C(=O)O)[nH]c1=O. As a reaction SMILES: [C:12](=[O:13])([O-:14])[O-:15].[CH2:18]([CH:19]=[CH:20][CH3:21])[Cl:22].[K+:16].[K+:17].[OH2:23].[OH:1][c:2]1[c:3](=[O:11])[nH:4][c:5]([C:8](=[O:9])[OH:10])[cH:6][cH:7]1>>[O:1]([c:2]1[c:3](=[O:11])[nH:4][c:5]([C:8](=[O:9])[OH:10])[cH:6][cH:7]1)[CH2:18][CH:19]=[CH:20][CH3:21]. Starting materials: CC(C)=O, COc1c2c(c(C(=O)Cl)n(C)c1=O)CCN(Cc1ccc(F)cc1)C2=O, [N-]=[N+]=[N-], [Na+], O. Yields the product COc1c2c(c(N)n(C)c1=O)CCN(Cc1ccc(F)cc1)C2=O. RXN SMILES: [CH3:32][C:33](=[O:34])[CH3:35].[F:5][c:6]1[cH:7][cH:8][c:9]([CH2:10][N:11]2[C:12](=[O:28])[c:13]3[c:14]([O:26][CH3:27])[c:15](=[O:25])[n:16]([CH3:24])[c:17]([C:21]([Cl:22])=[O:23])[c:18]3[CH2:19][CH2:20]2)[cH:29][cH:30]1.[N-:2]=[N+:3]=[N-:4].[Na+:1].[OH2:31]>>[NH2:2][c:17]1[n:16]([CH3:24])[c:15](=[O:25])[c:14]([O:26][CH3:27])[c:13]2[c:18]1[CH2:19][CH2:20][N:11]([CH2:10][c:9]1[cH:8][cH:7][c:6]([F:5])[cH:30][cH:29]1)[C:12]2=[O:28]. The reactants are C(C=C)C1(C(CC2(CCC1C2)C)=O)C (4-allyl-1,4-dimethyl-bicyclo[3.2.1]octan-3-one), COCCO[AlH2-]OCCOC.[Na+] (Red-Al). Run in C1(=CC=CC=C1)C (toluene). Conditions: temperature 75 celsius, time 3 hour. Yields the product C(C=C)C1(C(CC2(CCC1C2)C)O)C (4-allyl-1,4-dimethyl-bicyclo[3.2.1]octan-3-ol). Isolated yield 100.0%. Reaction SMILES: [CH2:1]([C:4]1([CH3:14])[CH:10]2[CH2:11][C:7]([CH3:12])([CH2:8][CH2:9]2)[CH2:6][C:5]1=[O:13])[CH:2]=[CH2:3].COCCO[AlH2-]OCCOC.[Na+]>C1(C)C=CC=CC=1>[CH2:1]([C:4]1([CH3:14])[CH:10]2[CH2:11][C:7]([CH3:12])([CH2:8][CH2:9]2)[CH2:6][CH:5]1[OH:13])[CH:2]=[CH2:3] |f:1.2|. Procedure details: 4-Allyl-1,4-dimethyl-bicyclo[3.2.1]octan-3-one (288 g, 1.5 mol, obtained as above in EXAMPLE IV) was added to a solution of Red-Al (65%, 506 g, 1.5 mol) in toluene at 75° C. The reaction mixture was aged for 3 hours while the temperature was maintained at 75° C., then cooled to room temperature, and subsequently quenched with a solution of sodium bicarbonate (NaHCO3). Distillation of the organic layer provided 4-allyl-1,4-dimethyl-bicyclo[3.2.1]octan-3-ol (288 g, 1.5 mol), which was then added t... Starting materials: Cl.Cl.C=1(C(=CC(=CC1)N)N)N (1,2,4-benzenetriamine dihydrochloride), OC1=CC=C(C=C1)C(=O)C(=O)C1=CC=C(C=C1)O (4,4′-dihydroxybenzil). The solvent is O1CCOCC1.O (dioxane water). The product is Cl.Cl.OC1=CC=C(C=C1)C1=NC2=CC=C(C=C2N=C1C1=CC=C(C=C1)O)N (2,3-Bis(4-hydroxyphenyl)quinoxalin-6-ylamine dihydrochloride salt). Yield: 167.3%. Reaction SMILES: [ClH:1].Cl.[C:3]1([NH2:11])[C:4]([NH2:10])=[CH:5][C:6]([NH2:9])=[CH:7][CH:8]=1.[OH:12][C:13]1[CH:18]=[CH:17][C:16]([C:19]([C:21]([C:23]2[CH:28]=[CH:27][C:26]([OH:29])=[CH:25][CH:24]=2)=O)=O)=[CH:15][CH:14]=1>O1CCOCC1.O>[ClH:1].[ClH:1].[OH:12][C:13]1[CH:14]=[CH:15][C:16]([C:19]2[C:21]([C:23]3[CH:24]=[CH:25][C:26]([OH:29])=[CH:27][CH:28]=3)=[N:10][C:4]3[C:3](=[CH:8][CH:7]=[C:6]([NH2:9])[CH:5]=3)[N:11]=2)=[CH:17][CH:18]=1 |f:0.1.2,4.5,6.7.8|. Reported procedure: 98.04 mg (0.5 mmol) of 1,2,4-benzenetriamine dihydrochloride and 121.2 mg (0.5 mmol) of 4,4′-dihydroxybenzil were dissolved in 2 ml of 1:1 mixture of dioxane-water. The reaction was refluxed for 3 hours. Then solvent was removed in vacuo. The residue was dissolved in 2 ml of methanol and this solution was added dropwise to 40 ml of diethyl ether. The formed dark-red precipitate was collected, washed with ether and dried in vacuo to give 168.3 mg (83.7% yield) of the product. 98.7% purity by LC/M... The reactants are O=C([O-])[O-], CN(C)C=O, Cc1ccccc1, O=C1CCCc2sc(SCCCCl)cc21, Cl, Fc1ccc2c(C3CCNCC3)noc2c1, [I-], [K+], [K+], [K+], O. The product is O=C1CCCc2sc(SCCCN3CCC(c4noc5cc(F)ccc45)CC3)cc21. RXN SMILES: [C:33](=[O:34])([O-:35])[O-:36].[CH3:41][N:42]([CH3:43])[CH:44]=[O:45].[CH3:46][c:47]1[cH:48][cH:49][cH:50][cH:51][cH:52]1.[Cl:1][CH2:2][CH2:3][CH2:4][S:5][c:6]1[cH:7][c:8]2[c:9]([s:10]1)[CH2:11][CH2:12][CH2:13][C:14]2=[O:15].[ClH:16].[F:17][c:18]1[cH:19][c:20]2[c:21]([c:22]([CH:25]3[CH2:26][CH2:27][NH:28][CH2:29][CH2:30]3)[n:23][o:24]2)[cH:31][cH:32]1.[I-:40].[K+:37].[K+:38].[K+:39].[OH2:53]>>[CH2:2]([CH2:3][CH2:4][S:5][c:6]1[cH:7][c:8]2[c:9]([s:10]1)[CH2:11][CH2:12][CH2:13][C:14]2=[O:15])[N:28]1[CH2:27][CH2:26][CH:25]([c:22]2[c:21]3[c:20]([cH:19][c:18]([F:17])[cH:32][cH:31]3)[o:24][n:23]2)[CH2:30][CH2:29]1.